This data is from the Open Reaction Database (ORD), a public repository of structured organic reaction records. The task is: describe an organic reaction: reactants, conditions, products, and yield Starting materials: BrC(C(C1=CC=C(OC)C=C1)=O)C1=CC=C(OC)C=C1 (α-bromodesoxy-p-anisoin), NC=1SCCN1 (2-amino-4,5-dihydrothiazole), C([O-])([O-])=O.[K+].[K+] (potassium carbonate), C(C)#N (acetonitrile). Yields the product C(C1=CC=C(C=C1)OC)C1=C(N=C2SCCN21)CC2=CC=C(C=C2)OC (5,6-bis(p-anisyl)-2,3-dihydroimidazo[2,1-b]thiazole). RXN SMILES: Br[CH:2]([C:13]1[CH:20]=[CH:19][C:16](OC)=[CH:15][CH:14]=1)[C:3](=O)[C:4]1[CH:11]=[CH:10][C:7]([O:8][CH3:9])=[CH:6][CH:5]=1.[NH2:21][C:22]1[S:23][CH2:24][CH2:25][N:26]=1.[C:27](=[O:30])([O-])[O-].[K+].[K+].[C:33](#N)[CH3:34]>>[CH2:20]([C:13]1[N:26]2[C:22]([S:23][CH2:24][CH2:25]2)=[N:21][C:2]=1[CH2:3][C:4]1[CH:5]=[CH:6][C:7]([O:8][CH3:9])=[CH:10][CH:11]=1)[C:19]1[CH:16]=[CH:15][C:14]([O:30][CH3:27])=[CH:34][CH:33]=1 |f:2.3.4|. Procedure: A suspension of 145 g. (0.433 mole) of α-bromodesoxy-p-anisoin, 88.36 g. (0.865 mole) of finely powdered 2-amino-4,5-dihydrothiazole and 179.5 g. (1.3 moles) of pulverized potassium carbonate in 1.0 liter of sieve dried acetonitrile under nitrogen was stirred at 25° C. for 3 days. The solvent was evaporated in vacuo and the residue treated with methylene chloride and 5% aqueous sodium carbonate. The organic phase was removed, washed once with 10% aqueous sodium carbonate, 3 times with water, dri... Starting materials: N#Cc1cc(-c2cccnc2)nn1-c1ccc(N)cc1, [BH3-]C#N, O=CC1Cc2ccccc2C1, CO, CC(=O)O, [Na+]. Yields the product N#Cc1cc(-c2cccnc2)nn1-c1ccc(NCC2Cc3ccccc3C2)cc1. As a reaction SMILES: [C:1](#[N:2])[c:3]1[cH:4][c:5](-[c:15]2[cH:16][n:17][cH:18][cH:19][cH:20]2)[n:6][n:7]1-[c:8]1[cH:9][cH:10][c:11]([NH2:14])[cH:12][cH:13]1.[C:32]([BH3-:33])#[N:34].[CH2:21]1[CH:22]([CH:30]=[O:31])[CH2:23][c:24]2[cH:25][cH:26][cH:27][cH:28][c:29]21.[CH3:36][OH:37].[CH3:38][C:39](=[O:40])[OH:41].[Na+:35]>>[C:1](#[N:2])[c:3]1[cH:4][c:5](-[c:15]2[cH:16][n:17][cH:18][cH:19][cH:20]2)[n:6][n:7]1-[c:8]1[cH:9][cH:10][c:11]([NH:14][CH2:30][CH:22]2[CH2:21][c:29]3[c:24]([cH:25][cH:26][cH:27][cH:28]3)[CH2:23]2)[cH:12][cH:13]1. Reactants: CCOC(C)=O, Cl, CC(C)(C)OC(=O)Nc1ccc2c(c1)CC1(C2)C(=O)Nc2ccccc21. Product: Nc1ccc2c(c1)CC1(C2)C(=O)Nc2ccccc21. Reaction SMILES: [CH3:28][CH2:29][O:30][C:31]([CH3:32])=[O:33].[ClH:1].[O:2]=[C:3]1[NH:4][c:5]2[cH:6][cH:7][cH:8][cH:9][c:10]2[C:11]12[CH2:12][c:13]1[cH:14][cH:15][c:16]([NH:20][C:21](=[O:22])[O:23][C:24]([CH3:25])([CH3:26])[CH3:27])[cH:17][c:18]1[CH2:19]2>>[O:2]=[C:3]1[NH:4][c:5]2[cH:6][cH:7][cH:8][cH:9][c:10]2[C:11]12[CH2:12][c:13]1[cH:14][cH:15][c:16]([NH2:20])[cH:17][c:18]1[CH2:19]2. The reactants are [Mn] (manganese), C(CC(O)(C(=O)O)CC(=O)O)(=O)O (citric acid), [O-2].[Mn+2] (manganese (II) oxide), C(CC(O)(C(=O)O)CC(=O)O)(=O)O (citric acid). The solvent is O (water). Yields the product C(CC(O)(C(=O)[O-])CC(=O)[O-])(=O)[O-].[Mn+3] (manganese citrate). As a reaction SMILES: [Mn:1].[C:2]([OH:14])(=[O:13])[CH2:3][C:4]([CH2:9][C:10]([OH:12])=[O:11])([C:6]([OH:8])=[O:7])[OH:5].[O-2].[Mn+2]>O>[C:2]([O-:14])(=[O:13])[CH2:3][C:4]([CH2:9][C:10]([O-:12])=[O:11])([C:6]([O-:8])=[O:7])[OH:5].[Mn+3:1] |f:2.3,5.6|. Reported procedure: A fertilizer additive containing 5% manganese was prepared by adding 360 grams of citric acid to 1181 grams of water. After the citric acid was dissolved, 128 grams of manganese (II) oxide was added to the mix and allowed to react and form manganese citrate, an insoluble white to very light pink precipitate. After the precipitate formed, 320 grams of 2-hydroxyethylamine and 10 grams of dimethylaminopropylamine were added. The precipitate was dissolved to produce a clear 5% manganese chelated sol... The solvent is O1CCCC1 (tetrahydrofuran), C(C)(=O)OCC (ethyl acetate). The yield is 86.6%. Conditions: time 72 hour. Starting materials: FC(C(=O)O)(F)F.C1(CCCCC1)CCC[C@H](CC(=O)O)C=1OC=C(N1)C(=O)OCC ((3R)-6-cyclohexyl-3-[4-(ethoxycarbonyl)-1,3-oxazol-2-yl]hexanoic acid trifluoroacetate), C(=O)(N1C=NC=C1)N1C=NC=C1 (1,1′-carbonyldiimidazole), Cl.C(C1=CC=CC=C1)ON (O-benzylhydroxylamine hydrochloride), C(C)(C)N(C(C)C)CC (N,N-diisopropylethylamine). Reaction SMILES: FC(F)(F)C(O)=O.[CH:8]1([CH2:14][CH2:15][CH2:16][C@@H:17]([C:22]2[O:23][CH:24]=[C:25]([C:27]([O:29][CH2:30][CH3:31])=[O:28])[N:26]=2)[CH2:18][C:19]([OH:21])=O)[CH2:13][CH2:12][CH2:11][CH2:10][CH2:9]1.C(N1C=CN=C1)(N1C=CN=C1)=O.Cl.[CH2:45]([O:52][NH2:53])[C:46]1[CH:51]=[CH:50][CH:49]=[CH:48][CH:47]=1.C(N(CC)C(C)C)(C)C>O1CCCC1.C(OCC)(=O)C>[CH2:45]([O:52][NH:53][C:19](=[O:21])[CH2:18][C@H:17]([C:22]1[O:23][CH:24]=[C:25]([C:27]([O:29][CH2:30][CH3:31])=[O:28])[N:26]=1)[CH2:16][CH2:15][CH2:14][CH:8]1[CH2:9][CH2:10][CH2:11][CH2:12][CH2:13]1)[C:46]1[CH:51]=[CH:50][CH:49]=[CH:48][CH:47]=1 |f:0.1,3.4|. Product: C(C1=CC=CC=C1)ONC(C[C@@H](CCCC1CCCCC1)C=1OC=C(N1)C(=O)OCC)=O (Ethyl 2-((1R)-1 -{2-[(benzyloxy)amino]-2-oxoethyl}4-cyclohexylbutyl)-1,3-oxazole4-carboxylate). Procedure: A mixture of (3R)-6-cyclohexyl-3-[4-(ethoxycarbonyl)-1,3-oxazol-2-yl]hexanoic acid trifluoroacetate (Preparation 63) (1.66 g, 3.68 mmol), 1,1′-carbonyldiimidazole (0.80 g, 4.93 mmol), O-benzylhydroxylamine hydrochloride (1.57 g, 9.84 mmol) and N,N-diisopropylethylamine (1.71 ml, 9.82 mmol) in anhydrous tetrahydrofuran (10 ml) was stirred at room temperature for 72 hours. The mixture was diluted with ethyl acetate (50 ml) and washed sequentially with a saturated solution of sodium hydrogen carbon... The reactants are C1COCCN1, ClCCl, CCOC(=O)c1cnc(NCCNc2ccc(C(=O)Cl)cn2)nc1-c1ccc(C#N)cc1. The product is CCOC(=O)c1cnc(NCCNc2ccc(C(=O)N3CCOCC3)cn2)nc1-c1ccc(C#N)cc1. Reaction SMILES: [CH2:1]1[CH2:2][O:3][CH2:4][CH2:5][NH:6]1.[Cl:39][CH2:40][Cl:41].[Cl:7][C:8](=[O:9])[c:10]1[cH:11][cH:12][c:13]([NH:16][CH2:17][CH2:18][NH:19][c:20]2[n:21][cH:22][c:23]([C:34](=[O:35])[O:36][CH2:37][CH3:38])[c:24](-[c:26]3[cH:27][cH:28][c:29]([C:32]#[N:33])[cH:30][cH:31]3)[n:25]2)[n:14][cH:15]1>>[CH2:1]1[CH2:2][O:3][CH2:4][CH2:5][N:6]1[C:8](=[O:9])[c:10]1[cH:11][cH:12][c:13]([NH:16][CH2:17][CH2:18][NH:19][c:20]2[n:21][cH:22][c:23]([C:34](=[O:35])[O:36][CH2:37][CH3:38])[c:24](-[c:26]3[cH:27][cH:28][c:29]([C:32]#[N:33])[cH:30][cH:31]3)[n:25]2)[n:14][cH:15]1. Starting materials: O=C1N2[C@@H](SCC[C@@H]1NC(OC(C)(C)C)=O)CCC[C@H]2C(NC=2SC=CN2)=O (tert-butyl (4S,7S,10aS)-5-oxo-7-(thiazol-2-ylcarbamoyl)octahydro-2H-pyrido[2,1-b][1,3]thiazepin-4-ylcarbamate), Cl (HCl). Run in O1CCOCC1 (dioxane). Reaction conditions: time 1 hour. Yields the product Cl.N[C@@H]1C(N2[C@@H](SCC1)CCC[C@H]2C(=O)NC=2SC=CN2)=O ((4S,7S,10aS)-4-amino-5-oxo-N-(thiazol-2-yl)octahydro-2H-pyrido[2,1-b][1,3]thiazepine-7-carboxamide hydrochloride salt). Isolated yield 100.0%. RXN SMILES: [O:1]=[C:2]1[C@@H:8]([NH:9]C(=O)OC(C)(C)C)[CH2:7][CH2:6][S:5][C@H:4]2[CH2:17][CH2:18][CH2:19][C@@H:20]([C:21](=[O:28])[NH:22][C:23]3[S:24][CH:25]=[CH:26][N:27]=3)[N:3]12.[ClH:29]>O1CCOCC1>[ClH:29].[NH2:9][C@H:8]1[CH2:7][CH2:6][S:5][C@H:4]2[CH2:17][CH2:18][CH2:19][C@@H:20]([C:21]([NH:22][C:23]3[S:24][CH:25]=[CH:26][N:27]=3)=[O:28])[N:3]2[C:2]1=[O:1] |f:3.4|. Procedure: To a round bottom flask was added tert-butyl (4S,7S,10aS)-5-oxo-7-(thiazol-2-ylcarbamoyl)octahydro-2H-pyrido[2,1-b][1,3]thiazepin-4-ylcarbamate (35 mg, 0.082 mmol) and 4 M HCl in dioxane (1 mL). The mixture was stirred at rt for 1 h. The reaction mixture was concentrated to give (4S,7S,10aS)-4-amino-5-oxo-N-(thiazol-2-yl)octahydro-2H-pyrido[2,1-b][1,3]thiazepine-7-carboxamide hydrochloride salt (30 mg, 0.082 mmol, 100% yield). Starting materials: FC(C(=O)O)(F)F (trifluoroacetic acid), alditol acetate, polysaccharide, [OH-].[K+] (KOH). Product: O=C[C@H](O)[C@@H](O)[C@@H](O)[C@H](O)CO (D-galactose), O=C[C@H](O)[C@@H](O)[C@H](O)[C@H](O)CO (D-glucose). RXN SMILES: [OH-:1].[K+].F[C:4](F)(F)[C:5]([OH:7])=O>>[O:1]=[CH:4][C@@H:5]([C@H:4]([C@H:5]([C@@H:4]([CH2:5][OH:7])[OH:1])[OH:7])[OH:1])[OH:7].[O:1]=[CH:4][C@@H:5]([C@H:4]([C@@H:5]([C@@H:4]([CH2:5][OH:7])[OH:1])[OH:7])[OH:1])[OH:7] |f:0.1|. Procedure details: The polysaccharide of the present invention deacetylated by a dilute alkali (0.01M KOH) treatment was subjected to acid hydrolysis using 2M trifluoroacetic acid (TFA) at 100° C. for 6 hours and then derived to alditol acetate. Each of the obtained derivatives was analyzed by gas chromatography using ECNSS-Mcoated column "Gaschrom Q" (mfd. by Wako Pure Chemical Co., Ltd.). Consequently, there were detected the same compounds to that obtained from D-galactose and D-glucose as starting materials. Procedure: 5-(N-(4-(dimethylcarbamoyl)phenyl)sulfamoyl)thiophene-2-carboxylic acid (Int. 76) (54 mg, 0.152 mmol), DMAP (6.20 mg, 0.051 mmol), and EDC (38.9 mg, 0.203 mmol) were dissolved in DMF. (S)-3,5-dichloro-4-(2-(3-(cyclopropylmethoxy)-4-(difluoromethoxy)phenyl)-2-hydroxyethyl)pyridine 1-oxide (42.7 mg, 0.102 mmol) was added. The reaction was stirred at RT for 4 hours. The reaction mixture was diluted with water and extracted with AcOEt. The organic phase was dried over Na2SO4 and concentrated under v... Yield: 13.0%. Reaction SMILES: [CH3:1][N:2]([CH3:23])[C:3]([C:5]1[CH:10]=[CH:9][C:8]([NH:11][S:12]([C:15]2[S:19][C:18]([C:20]([OH:22])=[O:21])=[CH:17][CH:16]=2)(=[O:14])=[O:13])=[CH:7][CH:6]=1)=[O:4].C(Cl)CCl.[Cl:28][C:29]1[CH:30]=[N+:31]([O-:54])[CH:32]=[C:33]([Cl:53])[C:34]=1[CH2:35][C@@H:36]([C:38]1[CH:43]=[CH:42][C:41]([O:44][CH:45]([F:47])[F:46])=[C:40]([O:48][CH2:49][CH:50]2[CH2:52][CH2:51]2)[CH:39]=1)O>CN(C1C=CN=CC=1)C.CN(C=O)C.O>[Cl:28][C:29]1[CH:30]=[N+:31]([O-:54])[CH:32]=[C:33]([Cl:53])[C:34]=1[CH2:35][C@@H:36]([C:38]1[CH:43]=[CH:42][C:41]([O:44][CH:45]([F:47])[F:46])=[C:40]([O:48][CH2:49][CH:50]2[CH2:52][CH2:51]2)[CH:39]=1)[O:21][C:20]([C:18]1[S:19][C:15]([S:12](=[O:14])(=[O:13])[NH:11][C:8]2[CH:9]=[CH:10][C:5]([C:3](=[O:4])[N:2]([CH3:23])[CH3:1])=[CH:6][CH:7]=2)=[CH:16][CH:17]=1)=[O:22]. Solvent: O (water), CN(C)C=O (DMF). Reactants: ClC=1C=[N+](C=C(C1C[C@H](O)C1=CC(=C(C=C1)OC(F)F)OCC1CC1)Cl)[O-] ((S)-3,5-dichloro-4-(2-(3-(cyclopropylmethoxy)-4-(difluoromethoxy)phenyl)-2-hydroxyethyl)pyridine 1-oxide), CN(C(=O)C1=CC=C(C=C1)NS(=O)(=O)C1=CC=C(S1)C(=O)O)C (5-(N-(4-(dimethylcarbamoyl)phenyl)sulfamoyl)thiophene-2-carboxylic acid), C(CCl)Cl (EDC). Reagents/catalysts: CN(C)C=1C=CN=CC1 (DMAP). Run at time 4 hour. Yields the product ClC=1C=[N+](C=C(C1C[C@H](OC(=O)C=1SC(=CC1)S(NC1=CC=C(C=C1)C(N(C)C)=O)(=O)=O)C1=CC(=C(C=C1)OC(F)F)OCC1CC1)Cl)[O-] ((S)-3,5-dichloro-4-(2-(3-(cyclopropylmethoxy)-4-(difluoromethoxy)phenyl)-2-(5-(N-(4-(dimethylcarbamoyl)phenyl)-sulfamoyl)thiophene-2-carbonyloxy)ethyl)pyridine 1-oxide).